Dataset: the Open Reaction Database (ORD), a public repository of structured organic reaction records. Task: describe an organic reaction: reactants, conditions, products, and yield Reactants: BrCCCCCCBr, O=C([O-])[O-], CN(C)C=O, [K+], [K+], O, N#Cc1ccc(-c2ccc(O)cc2)cc1. The product is N#Cc1ccc(-c2ccc(OCCCCCCBr)cc2)cc1. RXN SMILES: [Br:22][CH2:23][CH2:24][CH2:25][CH2:26][CH2:27][CH2:28][Br:29].[C:16](=[O:17])([O-:18])[O-:19].[CH3:31][N:32]([CH3:33])[CH:34]=[O:35].[K+:20].[K+:21].[OH2:30].[OH:1][c:2]1[cH:3][cH:4][c:5](-[c:8]2[cH:9][cH:10][c:11]([C:12]#[N:13])[cH:14][cH:15]2)[cH:6][cH:7]1>>[O:1]([c:2]1[cH:3][cH:4][c:5](-[c:8]2[cH:9][cH:10][c:11]([C:12]#[N:13])[cH:14][cH:15]2)[cH:6][cH:7]1)[CH2:28][CH2:27][CH2:26][CH2:25][CH2:24][CH2:23][Br:22].